From a dataset of the Open Reaction Database (ORD), a public repository of structured organic reaction records. describe an organic reaction: reactants, conditions, products, and yield Reactants: S(O)(O)(=O)=O (sulfuric acid), C1(CCCCC1)N1CC(CC1)C(C#N)(C1=CC=CC=C1)C1=CC=CC=C1 (α-(cyclohexyl-3-pyrrolidinyl)-α,α-diphenylacetonitrile), [OH-].[NH4+] (ammonium hydroxide). Run in C(C)(=O)OCC (ethyl acetate). Conditions: temperature 70 celsius, time 8 hour. The product is C1(CCCCC1)N1CC(CC1)C(C(=O)N)(C1=CC=CC=C1)C1=CC=CC=C1 (α-(1-Cyclohexyl-3-pyrrolidinyl)-α,α-diphenylacetamide). As a reaction SMILES: S(=O)(=O)(O)O.[CH:6]1([N:12]2[CH2:16][CH2:15][CH:14]([C:17]([C:26]3[CH:31]=[CH:30][CH:29]=[CH:28][CH:27]=3)([C:20]3[CH:25]=[CH:24][CH:23]=[CH:22][CH:21]=3)[C:18]#[N:19])[CH2:13]2)[CH2:11][CH2:10][CH2:9][CH2:8][CH2:7]1.[OH-:32].[NH4+]>C(OCC)(=O)C>[CH:6]1([N:12]2[CH2:16][CH2:15][CH:14]([C:17]([C:26]3[CH:27]=[CH:28][CH:29]=[CH:30][CH:31]=3)([C:20]3[CH:25]=[CH:24][CH:23]=[CH:22][CH:21]=3)[C:18]([NH2:19])=[O:32])[CH2:13]2)[CH2:7][CH2:8][CH2:9][CH2:10][CH2:11]1 |f:2.3|. Procedure details: To 80 ml. of concentrated sulfuric acid was added 20 g. (0.057 mole) of α-(cyclohexyl-3-pyrrolidinyl)-α,α-diphenylacetonitrile. The mixture was shaken until solution occurred while being cooled in an ice bath until heat was no longer evolved. The solution was heated at 70° C. for 48 hours, poured on ice and made basic with ammonium hydroxide. The resulting white solid precipitate was taken up in ethyl acetate and the solution dried over sodium sulfate. The solution was concentrated and the resid... The reactants are F[B-](F)(F)F, CC#N, CCOC(C)=O, C[Si](C)(C)CCOCn1cc(C(=O)O)c2nc(C3CC3)cnc21, CCN(C(C)C)C(C)C, N#Cc1cccc(N)c1, O, CN(C)C(On1nnc2ccccc21)=[N+](C)C. Yields the product C[Si](C)(C)CCOCn1cc(C(=O)Nc2cccc(C#N)c2)c2nc(C3CC3)cnc21. Reaction SMILES: [B-:33]([F:34])([F:35])([F:36])[F:37].[CH3:64][C:65]#[N:66].[CH3:67][CH2:68][O:69][C:70](=[O:71])[CH3:72].[CH:1]1([c:4]2[n:5][c:6]3[c:7]([n:8][cH:9]2)[n:10]([CH2:16][O:17][CH2:18][CH2:19][Si:20]([CH3:21])([CH3:22])[CH3:23])[cH:11][c:12]3[C:13](=[O:14])[OH:15])[CH2:2][CH2:3]1.[CH:24]([N:25]([CH2:26][CH3:27])[CH:28]([CH3:29])[CH3:30])([CH3:31])[CH3:32].[NH2:55][c:56]1[cH:57][c:58]([C:59]#[N:60])[cH:61][cH:62][cH:63]1.[OH2:73].[n:38]1([O:39][C:40]([N:41]([CH3:42])[CH3:43])=[N+:44]([CH3:45])[CH3:46])[c:47]2[cH:48][cH:49][cH:50][cH:51][c:52]2[n:53][n:54]1>>[CH:1]1([c:4]2[n:5][c:6]3[c:7]([n:8][cH:9]2)[n:10]([CH2:16][O:17][CH2:18][CH2:19][Si:20]([CH3:21])([CH3:22])[CH3:23])[cH:11][c:12]3[C:13](=[O:15])[NH:55][c:56]2[cH:57][c:58]([C:59]#[N:60])[cH:61][cH:62][cH:63]2)[CH2:2][CH2:3]1. Starting materials: Cl, CC(N)C(CC(=O)c1ccccc1)[N+](=O)[O-], [Na+], [Na+], O=S=O, C1COCCO1, O, O=S([O-])S(=O)[O-]. The product is CC(N)C(N)CC(=O)c1ccccc1. As a reaction SMILES: [ClH:25].[NH2:1][CH:2]([CH:3]([CH2:4][C:5](=[O:6])[c:7]1[cH:8][cH:9][cH:10][cH:11][cH:12]1)[N+:13]([O-:14])=[O:15])[CH3:16].[Na+:23].[Na+:24].[O:26]=[S:27]=[O:28].[O:29]1[CH2:30][CH2:31][O:32][CH2:33][CH2:34]1.[OH2:35].[S:17]([S:18]([O-:19])=[O:20])([O-:21])=[O:22]>>[NH2:1][CH:2]([CH:3]([CH2:4][C:5](=[O:6])[c:7]1[cH:8][cH:9][cH:10][cH:11][cH:12]1)[NH2:13])[CH3:16]. Reactants: CCCBr, O=c1c2ccc(Cl)cc2[nH]n2cccc12, [K+], [K+], O=C([O-])[O-], CN(C)C=O, O. The product is CCCn1c2cc(Cl)ccc2c(=O)c2cccn21. As a reaction SMILES: [Br:22][CH2:23][CH2:24][CH3:25].[Cl:1][c:2]1[cH:3][cH:4][c:5]2[c:6](=[O:15])[c:7]3[n:8]([nH:9][c:10]2[cH:11]1)[cH:12][cH:13][cH:14]3.[K+:16].[K+:17].[O-:18][C:19]([O-:20])=[O:21].[O:27]=[CH:28][N:29]([CH3:30])[CH3:31].[OH2:26]>>[Cl:1][c:2]1[cH:3][cH:4][c:5]2[c:6](=[O:15])[c:7]3[n:8]([n:9]([CH2:23][CH2:24][CH3:25])[c:10]2[cH:11]1)[cH:12][cH:13][cH:14]3.